Dataset: the Open Reaction Database (ORD), a public repository of structured organic reaction records. Task: describe an organic reaction: reactants, conditions, products, and yield Reaction SMILES: C[O:2][C:3]([C:5]1[S:9][C:8]([N:10]2[C:14]3[CH:15]=[C:16]([O:21][CH3:22])[C:17]([O:19][CH3:20])=[CH:18][C:13]=3[N:12]=[CH:11]2)=[N:7][C:6]=1Br)=[O:4].[Cl:24][C:25]1[CH:26]=[C:27](B(O)O)[CH:28]=[CH:29][C:30]=1[F:31]>>[Cl:24][C:25]1[CH:26]=[C:27]([C:6]2[N:7]=[C:8]([N:10]3[C:14]4[CH:15]=[C:16]([O:21][CH3:22])[C:17]([O:19][CH3:20])=[CH:18][C:13]=4[N:12]=[CH:11]3)[S:9][C:5]=2[C:3]([OH:2])=[O:4])[CH:28]=[CH:29][C:30]=1[F:31]. Reported procedure: In a similar manner as described for Example 26, 4-bromo-2-(5,6-dimethoxy-benzoimidazol-1-yl)-thiazole-5-carboxylic acid methyl ester (40 mg, 0.1 mmol) and 3-chloro-4-fluorophenylboronic acid (26.2 mg, 0.15 mmol) gave 4-(3-Chloro-4-fluoro-phenyl)-2-(5,6-dimethoxy-benzoimidazol-1-yl)-thiazole-5-carboxylic acid (8.2 mg, 19%) as a white solid. 1H NMR (400 MHz, DMSO-d6) δ ppm 13.79 (br.s., 1H); 8.84 (s, 1 H,); 8.22 (dd, 1 H); 8.01 (ddd, 1 H); 7.81 (s, 1 H); 7.57 (t, 1H); 7.39 (s, 1 H); 3.87 (s, 3 H)... The reactants are COC(=O)C1=C(N=C(S1)N1C=NC2=C1C=C(C(=C2)OC)OC)Br (4-bromo-2-(5,6-dimethoxy-benzoimidazol-1-yl)-thiazole-5-carboxylic acid methyl ester), ClC=1C=C(C=CC1F)B(O)O (3-chloro-4-fluorophenylboronic acid). Yield: 18.9%. Product: ClC=1C=C(C=CC1F)C=1N=C(SC1C(=O)O)N1C=NC2=C1C=C(C(=C2)OC)OC (4-(3-Chloro-4-fluoro-phenyl)-2-(5,6-dimethoxy-benzoimidazol-1-yl)-thiazole-5-carboxylic acid). Starting materials: COC(CCCC(CC=CC(=CC(=O)O)C)C)(C)C (11-methoxy-3,7,11-trimethyldodeca-2,4-dienoic acid), C1=CC=CC=C1 (benzene), C(C(=O)Cl)(=O)Cl (oxalyl chloride). Conditions: time 2 hour. Yields the product C1(CC1)COC(C=C(C=CCC(CCCC(C)(C)OC)C)C)=O (cyclopropylmethyl-11-methoxy-3,7,11-trimethyldodeca-2,4-dienoate). Reaction SMILES: [CH3:1][O:2][C:3]([CH3:19])([CH3:18])[CH2:4][CH2:5][CH2:6][CH:7]([CH3:17])[CH2:8][CH:9]=[CH:10][C:11]([CH3:16])=[CH:12][C:13]([OH:15])=[O:14].C(Cl)(=O)C(Cl)=O.[CH:26]1[CH:31]=[CH:30][CH:29]=CC=1>>[CH:31]1([CH2:26][O:14][C:13](=[O:15])[CH:12]=[C:11]([CH3:16])[CH:10]=[CH:9][CH2:8][CH:7]([CH3:17])[CH2:6][CH2:5][CH2:4][C:3]([O:2][CH3:1])([CH3:18])[CH3:19])[CH2:29][CH2:30]1. Procedure details: Under nitrogen, to a stirred solution of 3.42 g. of 11-methoxy-3,7,11-trimethyldodeca-2,4-dienoic acid (mostly trans, trans) in dry benzene, is added 3.5 ml. of oxalyl chloride. The reaction mixture is stirred for 2 hours at room temperature and then solvent and any excess oxalyl chloride are removed in vacuo. Then about 130 ml. of fresh dry benzene is added followed by 4.46 of cyclopropylmethyl alcohol and the reaction mixture stirred, under nitrogen, overnight. The reaction is worked up by pou...